Dataset: the Open Reaction Database (ORD), a public repository of structured organic reaction records. Task: describe an organic reaction: reactants, conditions, products, and yield Reactants: C(CCC)[Li] (n-butyllithium), FC1=C(C=CC=C1)F (1,2-difluorobenzene), C(C)(C)(C)[O-].[K+] (potassium tert.-butanolate), C(CCCC)[C@@H]1CC[C@H](CC1)CCI (2-(trans-4-pentylcyclohexyl)-ethyl iodide). Solvent: CCCCCC (hexane), O1CCCC1 (tetrahydrofuran), O1CCCC1 (tetrahydrofuran). Reaction conditions: time 10 minute. Yields the product FC1=C(C=CC=C1F)CC[C@@H]1CC[C@H](CC1)CCCCC (1-(2,3-Difluoropheny)-2-(trans-4-pentylcyclohexyl)-ethane). As a reaction SMILES: C([Li])CCC.[F:6][C:7]1[CH:12]=[CH:11][CH:10]=[CH:9][C:8]=1[F:13].C([O-])(C)(C)C.[K+].[CH2:20]([C@H:25]1[CH2:30][CH2:29][C@H:28]([CH2:31][CH2:32]I)[CH2:27][CH2:26]1)[CH2:21][CH2:22][CH2:23][CH3:24]>CCCCCC.O1CCCC1>[F:6][C:7]1[C:8]([F:13])=[CH:9][CH:10]=[CH:11][C:12]=1[CH2:32][CH2:31][C@H:28]1[CH2:29][CH2:30][C@H:25]([CH2:20][CH2:21][CH2:22][CH2:23][CH3:24])[CH2:26][CH2:27]1 |f:2.3|. Procedure: A solution of 0.21 mol of n-butyllithium in 130 ml of hexane is added to a mixture of 0.25 mol of 1,2-difluorobenzene, 0.20 mol of potassium tert.-butanolate and 200 ml of tetrahydrofuran at -100° C. After the mixture has been stirred for 10 minutes, a mixture of 0.2 mol of 2-(trans-4-pentylcyclohexyl)-ethyl iodide, 0.2 mol of dimethylaminepropyleneurea and 50 ml of tetrahydrofuran is added at -90° C. After the mixture has been stirred at -40° C. for 1 hour, customary working up gives the ethane... Reactants: Cc1cc(C(=O)Cl)n(C(C)(C)C)n1, C1CCOC1, [Cl-], Nc1ccc(C(=O)c2ccc3c(c2)NC(=O)C3)cc1. Yields the product Cc1cc(C(=O)Nc2ccc(C(=O)c3ccc4c(c3)NC(=O)C4)cc2)n(C(C)(C)C)n1. As a reaction SMILES: [C:1]([CH3:2])([CH3:3])([CH3:4])[n:5]1[n:6][c:7]([CH3:13])[cH:8][c:9]1[C:10](=[O:11])[Cl:12].[CH2:34]1[O:35][CH2:36][CH2:37][CH2:38]1.[Cl-:33].[NH2:14][c:15]1[cH:16][cH:17][c:18]([C:19](=[O:20])[c:21]2[cH:22][cH:23][c:24]3[c:28]([cH:29]2)[NH:27][C:26](=[O:30])[CH2:25]3)[cH:31][cH:32]1>>[C:1]([CH3:2])([CH3:3])([CH3:4])[n:5]1[n:6][c:7]([CH3:13])[cH:8][c:9]1[C:10](=[O:11])[NH:14][c:15]1[cH:16][cH:17][c:18]([C:19](=[O:20])[c:21]2[cH:22][cH:23][c:24]3[c:28]([cH:29]2)[NH:27][C:26](=[O:30])[CH2:25]3)[cH:31][cH:32]1. Reactants: CC(=O)c1ccc(B(O)O)cc1, CS(=O)(=O)c1ccc(Nc2n[nH]cc2C#N)cc1. Yields the product CC(=O)c1ccc(-n2cc(C#N)c(Nc3ccc(S(C)(=O)=O)cc3)n2)cc1. Reaction SMILES: [C:19]([CH3:20])(=[O:21])[c:22]1[cH:23][cH:24][c:25]([B:28]([OH:29])[OH:30])[cH:26][cH:27]1.[CH3:1][S:2](=[O:3])(=[O:4])[c:5]1[cH:6][cH:7][c:8]([NH:11][c:12]2[n:13][nH:14][cH:15][c:16]2[C:17]#[N:18])[cH:9][cH:10]1>>[CH3:1][S:2](=[O:3])(=[O:4])[c:5]1[cH:6][cH:7][c:8]([NH:11][c:12]2[n:13][n:14](-[c:25]3[cH:24][cH:23][c:22]([C:19]([CH3:20])=[O:21])[cH:27][cH:26]3)[cH:15][c:16]2[C:17]#[N:18])[cH:9][cH:10]1. Reactants: C(=O)(OC(C)(C)C)N1CCNCC1 (Boc-piperazine), CCN(C(C)C)C(C)C (DIEA), ClC=1C2=C(N=CN1)NC(C2)=O (4-chloro-5,7-dihydropyrrolo[2,3-d]pyrimidin-6-one). Run in CC(C)O (IPA). Conditions: time 14 hour. Product: C(=O)(OC(C)(C)C)N1CCN(CC1)C=1N=CC2=C(N1)NC(C2)=O (4-Boc-piperazin-1-yl-5,7-dihydropyrrolo[2,3-d]pyrimidin-6-one). Reaction SMILES: Cl[C:2]1[C:3]2[CH2:10][C:9](=[O:11])[NH:8][C:4]=2[N:5]=[CH:6][N:7]=1.[C:12]([N:19]1[CH2:24][CH2:23][NH:22][CH2:21][CH2:20]1)([O:14][C:15]([CH3:18])([CH3:17])[CH3:16])=[O:13].CCN(C(C)C)C(C)C>CC(O)C>[C:12]([N:19]1[CH2:20][CH2:21][N:22]([C:6]2[N:7]=[CH:2][C:3]3[CH2:10][C:9](=[O:11])[NH:8][C:4]=3[N:5]=2)[CH2:23][CH2:24]1)([O:14][C:15]([CH3:18])([CH3:17])[CH3:16])=[O:13]. Procedure details: A solution of 4-chloro-5,7-dihydropyrrolo[2,3-d]pyrimidin-6-one (prepared according to the literature: Li Sun et al. Bioorg. and Med. Chem. Lett. 2002, 12, 2153-2157; 690 mg, 3.7 mmol), Boc-piperazine (630 mg, 3.7 mmol), and DIEA (0.96 mL, 5.5 mmol) in 20 mL IPA was heated to reflux and stirred 14 hours, after which the reaction mixture was concentrated. The crude was purified on silica gel (1:2 DCM:EtOAc to 1:4 DCM:EtOAc gradient) to give 4-Boc-piperazin-1-yl-5,7-dihydropyrrolo[2,3-d]pyrimidin-... Starting materials: C(C)C1NCC2=CC(=CC=C2C1)[N+](=O)[O-] ((+)-3-ethyl-7-nitro-1,2,3,4-tetrahydroisoquinoline), Cl.C(C)(C)O (isopropanol-HCl), Pd--C. Run in CO (methanol). Reaction conditions: time 1 hour. Product: Cl.Cl.C(C)C1NCC2=CC(=CC=C2C1)N ((+)-3-ethyl-1,2,3,4-tetrahydroisoquinolin-7-amine dihydrochloride). RXN SMILES: [CH2:1]([CH:3]1[CH2:12][C:11]2[C:6](=[CH:7][C:8]([N+:13]([O-])=O)=[CH:9][CH:10]=2)[CH2:5][NH:4]1)[CH3:2].[ClH:16].C(O)(C)C>CO>[ClH:16].[ClH:16].[CH2:1]([CH:3]1[CH2:12][C:11]2[C:6](=[CH:7][C:8]([NH2:13])=[CH:9][CH:10]=2)[CH2:5][NH:4]1)[CH3:2] |f:1.2,4.5.6|. Procedure details: To a pressure bottle charged with (+)-3-ethyl-7-nitro-1,2,3,4-tetrahydroisoquinoline (3.5 g) dissolved in methanol (100 ml) and saturated isopropanol-HCl (20 ml) was added 10% Pd--C (250 mg), and the reaction was hydrogenated for 1 h. The catalyst was removed by filtration and the solvent evaporated to give (+)-3-ethyl-1,2,3,4-tetrahydroisoquinolin-7-amine dihydrochloride (3.4 g), m.p. 199-200° C., [α]D +68.4° (c 0.976, methanol). Reactants: BrC=1C=NC=C(C(=O)OCC)C1 (ethyl 5-bromonicotinate), C1(=CC=CC=C1)COC1=C(C=CC=C1)C1=C(C=CC=C1)B(O)O ({2′-[(phenylmethyl)oxy]-2-biphenylyl}boronic acid), C([O-])([O-])=O.[K+].[K+] (potassium carbonate). Reagents/catalysts: C=1C=CC(=CC1)[P](C=2C=CC=CC2)(C=3C=CC=CC3)[Pd]([P](C=4C=CC=CC4)(C=5C=CC=CC5)C=6C=CC=CC6)([P](C=7C=CC=CC7)(C=8C=CC=CC8)C=9C=CC=CC9)[P](C=1C=CC=CC1)(C=1C=CC=CC1)C=1C=CC=CC1 (tetrakis(triphenylphosphine)palladium(0)). Solvent: CCOCC.O (ether water). Conditions: temperature 90 celsius. Yields the product C1(=CC=CC=C1)COC1=C(C=CC=C1)C1=C(C=CC=C1)C=1C=C(C=NC1)C(=O)OCC (Ethyl 5-{2′-[(phenylmethyl)oxy]-2-biphenylyl}-3-pyridinecarboxylate). Yield: 80.6%. RXN SMILES: Br[C:2]1[CH:3]=[N:4][CH:5]=[C:6]([CH:12]=1)[C:7]([O:9][CH2:10][CH3:11])=[O:8].[C:13]1([CH2:19][O:20][C:21]2[CH:26]=[CH:25][CH:24]=[CH:23][C:22]=2[C:27]2[CH:32]=[CH:31][CH:30]=[CH:29][C:28]=2B(O)O)[CH:18]=[CH:17][CH:16]=[CH:15][CH:14]=1.C(=O)([O-])[O-].[K+].[K+]>CCOCC.O.C1C=CC([P]([Pd]([P](C2C=CC=CC=2)(C2C=CC=CC=2)C2C=CC=CC=2)([P](C2C=CC=CC=2)(C2C=CC=CC=2)C2C=CC=CC=2)[P](C2C=CC=CC=2)(C2C=CC=CC=2)C2C=CC=CC=2)(C2C=CC=CC=2)C2C=CC=CC=2)=CC=1>[C:13]1([CH2:19][O:20][C:21]2[CH:26]=[CH:25][CH:24]=[CH:23][C:22]=2[C:27]2[CH:32]=[CH:31][CH:30]=[CH:29][C:28]=2[C:2]2[CH:12]=[C:6]([C:7]([O:9][CH2:10][CH3:11])=[O:8])[CH:5]=[N:4][CH:3]=2)[CH:14]=[CH:15][CH:16]=[CH:17][CH:18]=1 |f:2.3.4,5.6,^1:51,53,72,91|. Procedure: A mixture of ethyl 5-bromonicotinate (46 mg, 0.2 mmol), {2′-[(phenylmethyl)oxy]-2-biphenylyl}boronic acid (61 mg, 0.2 mmol), potassium carbonate (221 mg, 1.6 mmol) and tetrakis(triphenylphosphine)palladium(0) (23 mg, 0.02 mmol) was stirred and heated at 90° C. under nitrogen for 2 hours. After cooling the mixture was diluted with ether/water and the organic phase dried (magnesium sulphate), evaporated and chromatographed on silica eluting with ethyl acetate/iso-hexane (1:5) to give 66 mg of colo...